Task: describe an organic reaction: reactants, conditions, products, and yield. Dataset: the Open Reaction Database (ORD), a public repository of structured organic reaction records Starting materials: [Na+], CN(C)C=O, [OH-], O, O=P(Cl)(Cl)Cl, COC(=O)c1cccc2cc[nH]c12. Product: COC(=O)c1cccc2c(C=O)c[nH]c12. RXN SMILES: [Na+:21].[O:22]=[CH:23][N:24]([CH3:25])[CH3:26].[OH-:20].[OH2:19].[P:1]([Cl:2])([Cl:3])([Cl:4])=[O:5].[nH:6]1[cH:7][cH:8][c:9]2[cH:10][cH:11][cH:12][c:13]([C:15](=[O:16])[O:17][CH3:18])[c:14]12>>[nH:6]1[cH:7][c:8]([CH:23]=[O:22])[c:9]2[cH:10][cH:11][cH:12][c:13]([C:15](=[O:16])[O:17][CH3:18])[c:14]12. Starting materials: Cl (hydrogen chloride), [OH-].[Na+] (sodium hydroxide), FC(C1=CC=C(C=NO)C=C1)(F)F (4-trifluoromethylbenzaldehyde oxime), [H][H] (hydrogen). The reagents and catalysts are same catalyst. The solvent is CCOCC (ether), CO (methanol). Yields the product FC(C1=CC=C(CN)C=C1)(F)F (4-trifluoromethylbenzylamine). Isolated yield 93.6%. As a reaction SMILES: [F:1][C:2]([F:13])([F:12])[C:3]1[CH:11]=[CH:10][C:6]([CH:7]=[N:8]O)=[CH:5][CH:4]=1.Cl.[H][H].[OH-].[Na+]>CO.CCOCC>[F:1][C:2]([F:12])([F:13])[C:3]1[CH:11]=[CH:10][C:6]([CH2:7][NH2:8])=[CH:5][CH:4]=1 |f:3.4|. Procedure: The first and second steps of the process of the present invention were conducted as follows. At first, 8.79 g (50.5 mmol) of 4-trifluoromethylbenzaldehyde and 3.83 g (55.1 mmol) of hydroxylamine hydrochloride were dissolved in 12.5 ml of ethanol and 34 ml of water followed by the addition of 2,5 g of sodium hydroxide and stirring for 1 hour at room temperature. After adding ether and washing with dilute hydrochloric acid, the reaction liquid was further washed with saturated brine followed by d... Reactants: ClC1=C(N)C(=CC(=C1)[N+](=O)[O-])Cl (2,6-dichloro-4-nitro-aniline), COCCO (glycol monomethyl ether), S(O)(O)(=O)=O (sulfuric acid), N(=O)[O-].[Na+] (NaNO2). Run in O (water). Product: ClC=1C=C(C=C(C1)Cl)[N+](=O)[O-] (3,5-dichloro-nitro-benzene). Isolated yield 92.0%. Reaction SMILES: [Cl:1][C:2]1[CH:8]=[C:7]([N+:9]([O-:11])=[O:10])[CH:6]=[C:5]([Cl:12])[C:3]=1N.COCCO.S(=O)(=O)(O)O.N([O-])=O.[Na+]>O>[Cl:1][C:2]1[CH:8]=[C:7]([N+:9]([O-:11])=[O:10])[CH:6]=[C:5]([Cl:12])[CH:3]=1 |f:3.4|. Reported procedure: 207 parts of 2,6-dichloro-4-nitro-aniline are introduced into 500 parts of glycol monomethyl ether and 1,000 parts of 50 percent strength by weight sulfuric acid are then added to the mixture. 90 parts of NaNO2 in 150 parts of water are added slowly at 70° C. The mixture is cooled and the product is filtered off. 179 parts (92% of theory) of 3,5-dichloro-nitro-benzene, of melting point 56°-59° C., are obtained. Reagents/catalysts: [Zn] (zinc). Yields the product ClC=1C=C(C=C(C1OCCCCOCC(C(=C(F)F)Cl)O)Cl)OCC=C(Cl)Cl (3,5-dichloro-1-(3,3-dichloro-2-propenyloxy)-4-(4-(3-chloro-4,4-difluoro-2-hydoxy-3-butenyloxy)butyloxy)benzene). Run in CN(C=O)C (N,N-dimethylformamide). Starting materials: crude product, ClC1=C(OCCCCOCC=O)C(=CC(=C1)OCC=C(Cl)Cl)Cl (4-(2,6-dichloro-4-(3,3-dichloro-2-propenyloxy)phenoxy)butyloxyacetaldehyde), ClC(C(F)(F)F)(Cl)Cl (1,1,1-trichlorotrifluoroethane), [Cl-].[Al+3].[Cl-].[Cl-] (aluminum chloride). Run at time 1.5 hour. Procedure details: Then, 19.54 g of 4-(2,6-dichloro-4-(3,3-dichloro-2-propenyloxy)phenoxy)butyloxyacetaldehyde was dissolved in 200 ml of N,N-dimethylformamide, to which 25.3 g of 1,1,1-trichlorotrifluoroethane, 17.6 g of zinc dust and 2.0 g of aluminum chloride were added. After stirring at room temperature for 1.5 hours, the reaction mixture was filtered. The filtrate was poured into diluted hydrochloric acid and extracted twice with diethyl ether. The diethyl ether layers were combined, washed with water, dried... Isolated yield 34.8%. Reaction SMILES: [Cl:1][C:2]1[CH:16]=[C:15]([O:17][CH2:18][CH:19]=[C:20]([Cl:22])[Cl:21])[CH:14]=[C:13]([Cl:23])[C:3]=1[O:4][CH2:5][CH2:6][CH2:7][CH2:8][O:9][CH2:10][CH:11]=[O:12].[Cl:24][C:25](Cl)(Cl)[C:26](F)([F:28])[F:27].[Cl-].[Al+3].[Cl-].[Cl-]>CN(C)C=O.[Zn]>[Cl:1][C:2]1[CH:16]=[C:15]([O:17][CH2:18][CH:19]=[C:20]([Cl:22])[Cl:21])[CH:14]=[C:13]([Cl:23])[C:3]=1[O:4][CH2:5][CH2:6][CH2:7][CH2:8][O:9][CH2:10][CH:11]([OH:12])[C:25]([Cl:24])=[C:26]([F:28])[F:27] |f:2.3.4.5|. Reactants: CCOc1cc(Br)ccc1OC, C1CCOC1, CCCCCC, COc1ccc(C=O)cc1C, O. Product: CCOc1cc(C(O)c2ccc(OC)c(C)c2)ccc1OC. Reaction SMILES: [Br:1][c:2]1[cH:3][c:4]([O:10][CH2:11][CH3:12])[c:5]([O:8][CH3:9])[cH:6][cH:7]1.[CH2:31]1[O:32][CH2:33][CH2:34][CH2:35]1.[CH3:13][CH2:14][CH2:15][CH2:16][CH2:17][CH3:18].[CH3:19][O:20][c:21]1[c:22]([CH3:29])[cH:23][c:24]([CH:25]=[O:26])[cH:27][cH:28]1.[OH2:30]>>[c:2]1([CH:25]([c:24]2[cH:23][c:22]([CH3:29])[c:21]([O:20][CH3:19])[cH:28][cH:27]2)[OH:26])[cH:3][c:4]([O:10][CH2:11][CH3:12])[c:5]([O:8][CH3:9])[cH:6][cH:7]1. Reactants: C(C)N1C=C(C(C=2C=C3C(=NC12)C=C(C(=C3)F)N3CC(NCC3)C)=O)C(=O)O (1-ethyl-7-fluoro-8-(3-methyl-1-piperazinyl)-4-oxo-1,4-dihydro-benzo[b][1,8]naphthyridine-3-carboxylic acid), solid, aqueous solution, C=O (formaldehyde). The solvent is C(=O)O (formic acid). Yields the product CC1CN(CCN1C)C=1C(=CC=2C(=NC=3N(C=C(C(C3C2)=O)C(=O)O)CC)C1)F (8-(3,4-dimethyl-1-piperazinyl)-1-ethyl-7-fluoro-4-oxo-1,4-dihydro-benzo[b][1,8]naphthyridine-3-carboxylic acid). As a reaction SMILES: [CH2:1]([N:3]1[C:12]2[N:11]=[C:10]3[CH:13]=[C:14]([N:18]4[CH2:23][CH2:22][NH:21][CH:20]([CH3:24])[CH2:19]4)[C:15]([F:17])=[CH:16][C:9]3=[CH:8][C:7]=2[C:6](=[O:25])[C:5]([C:26]([OH:28])=[O:27])=[CH:4]1)[CH3:2].[CH2:29]=O>C(O)=O>[CH3:24][CH:20]1[N:21]([CH3:29])[CH2:22][CH2:23][N:18]([C:14]2[C:15]([F:17])=[CH:16][C:9]3[C:10]([CH:13]=2)=[N:11][C:12]2[N:3]([CH2:1][CH3:2])[CH:4]=[C:5]([C:26]([OH:28])=[O:27])[C:6](=[O:25])[C:7]=2[CH:8]=3)[CH2:19]1. Procedure details: 8-(3,4-Dimethyl-1-piperazinyl)-1-ethyl-7-fluoro-4-oxo-1,4-dihydro-benzo[b][1,8]naphthyridine-3-carboxylic acid is prepared under the conditions of Reference Example 21 but starting from 2.3 g of 1-ethyl-7-fluoro-8-(3-methyl-1-piperazinyl)-4-oxo-1,4-dihydro-benzo[b][1,8]naphthyridine-3-carboxylic acid, 2.26 cm3 of 98% formic acid and 5.6 cm3 of a 30% aqueous solution of formaldehyde. 1.75 g of 8-(3,4-dimethyl-1-piperazinyl)-1-ethyl-7-fluoro-4-oxo-1,4-dihydro-benzo[b][1,8]naphthyridine-3-carboxyli... Reactants: C(C1=CC=CC=C1)(=O)N (benzamide), ClC(=O)SCl (chlorocarbonylsulfenyl chloride). Run in C1(=CC=CC=C1)C (toluene). Run at temperature 100 celsius, time 4 hour. The product is C1(=CC=CC=C1)C1=NSC(O1)=O (5-Phenyl-[1,3,4]oxathiazol-2-one). Isolated yield 79.7%. RXN SMILES: [C:1]([NH2:9])(=[O:8])[C:2]1[CH:7]=[CH:6][CH:5]=[CH:4][CH:3]=1.Cl[C:11]([S:13]Cl)=[O:12]>C1(C)C=CC=CC=1>[C:2]1([C:1]2[O:8][C:11](=[O:12])[S:13][N:9]=2)[CH:7]=[CH:6][CH:5]=[CH:4][CH:3]=1. Procedure details: To a solution of benzamide (66.03 mmol) in toluene (132 mL) was added chlorocarbonylsulfenyl chloride (82.4 mmol). The reaction mixture was stirred at 100° C. for 4 h. After cooling to r.t. the reaction mixture was concentrated in vacuo, and the residue was crystallized from EtOAc to give the title compound (9.43 g) as a white solid: MS (m/z) 179.1 (M+1).